Dataset: the Open Reaction Database (ORD), a public repository of structured organic reaction records. Task: describe an organic reaction: reactants, conditions, products, and yield The reactants are ClC1=CC=C(OC2CN(C2)CC[C@@H](CO)NC(=O)NC=2SC(=NN2)CC)C=C1 (1-{(S)-3-[3-(4-chloro-phenoxy)-azetidin-1-yl]-1-hydroxymethyl-propyl}-3-(5-ethyl-[1,3,4]-thiadiazol-2-yl)-urea), Cl.N[C@H](CO)CCN1CC(C1)CC1=CC=C(C=C1)F ((S)-2-amino-4-[3-(4-fluoro-benzyl)-azetidin-1-yl]-butan-1-ol hydrochloride). Product: FC1=CC=C(CC2CN(C2)CC[C@@H](CO)NC(=O)NC=2SC(=NN2)CC)C=C1 (1-{(S)-3-[3-(4-fluoro-benzyl)-azetidin-1-yl]-1-hydroxymethyl-propyl}-3-(5-ethyl-[1,3,4]thiadiazol-2-yl)-urea). As a reaction SMILES: ClC1C=CC(O[CH:7]2[CH2:10][N:9]([CH2:11][CH2:12][C@H:13]([NH:16][C:17]([NH:19][C:20]3[S:21][C:22]([CH2:25][CH3:26])=[N:23][N:24]=3)=[O:18])[CH2:14][OH:15])[CH2:8]2)=CC=1.Cl.N[C@@H](CCN1CC([CH2:40][C:41]2[CH:46]=[CH:45][C:44]([F:47])=[CH:43][CH:42]=2)C1)CO>>[F:47][C:44]1[CH:45]=[CH:46][C:41]([CH2:40][CH:7]2[CH2:8][N:9]([CH2:11][CH2:12][C@H:13]([NH:16][C:17]([NH:19][C:20]3[S:21][C:22]([CH2:25][CH3:26])=[N:23][N:24]=3)=[O:18])[CH2:14][OH:15])[CH2:10]2)=[CH:42][CH:43]=1 |f:1.2|. Procedure details: This compound is prepared analogously to 1-{(S)-3-[3-(4-chloro-phenoxy)-azetidin-1-yl]-1-hydroxymethyl-propyl}-3-(5-ethyl-[1,3,4]-thiadiazol-2-yl)-urea in Example 99 except using (S)-2-amino-4-[3-(4-fluoro-benzyl)-azetidin-1-yl]-butan-1-ol hydrochloride in place of (S)-2-amino-4-[3-(4-chloro-phenoxy)-azetidin-1-yl]-butan-1-ol hydrochloride.